From a dataset of the Open Reaction Database (ORD), a public repository of structured organic reaction records. describe an organic reaction: reactants, conditions, products, and yield Reported procedure: A mixture of 24.9 g (0.2 mol) of O-ethylisourea hydrochloride and 21.5 g (0.14 mol) of methyl 4-chloroacetoacetate in 100 ml of methanol is treated at 0°-5° C. during 10 minutes with a solution of 7.55 g (0.33 mol) of sodium in 100 ml of methanol. The mixture is stirred at 0° C. for 2 hours and at room temperature for 18 hours and the solvent is then removed by evaporation under reduced pressure. The residue is dissolved in 300 ml of water and the solution is adjusted to a pH-value of 6. The res... Starting materials: Cl.C(C)OC(N)=N (O-ethylisourea hydrochloride), ClCC(CC(=O)OC)=O (methyl 4-chloroacetoacetate), [Na] (sodium). Reaction SMILES: Cl.[CH2:2]([O:4][C:5](=[NH:7])[NH2:6])[CH3:3].[Cl:8][CH2:9][C:10](=O)[CH2:11][C:12](OC)=[O:13].[Na]>CO>[CH2:2]([O:4][C:5]1[N:6]=[C:10]([CH2:9][Cl:8])[CH:11]=[C:12]([OH:13])[N:7]=1)[CH3:3] |f:0.1,^1:16|. Solvent: CO (methanol), CO (methanol). Yields the product C(C)OC1=NC(=CC(=N1)CCl)O (2-ethoxy-4-chloromethyl-6-hydroxy-pyrimidine). Run at temperature 0 celsius, time 18 hour. Reactants: Cc1ccc(C)c(N)c1, Clc1cc(-c2ccccn2)nc(-c2ccccn2)n1. Product: Cc1ccc(C)c(Nc2cc(-c3ccccn3)nc(-c3ccccn3)n2)c1. RXN SMILES: [CH3:20][c:21]1[cH:22][cH:23][c:24]([CH3:25])[c:26]([NH2:27])[cH:28]1.[Cl:1][c:2]1[n:3][c:4](-[c:14]2[n:15][cH:16][cH:17][cH:18][cH:19]2)[n:5][c:6](-[c:8]2[n:9][cH:10][cH:11][cH:12][cH:13]2)[cH:7]1>>[c:2]1([NH:27][c:26]2[c:24]([CH3:25])[cH:23][cH:22][c:21]([CH3:20])[cH:28]2)[n:3][c:4](-[c:14]2[n:15][cH:16][cH:17][cH:18][cH:19]2)[n:5][c:6](-[c:8]2[n:9][cH:10][cH:11][cH:12][cH:13]2)[cH:7]1. Reaction conditions: time 1 hour. Isolated yield 145.2%. Procedure: 1-[1-(4-Formylbenzoyl)-4-piperidinyl]-3,4-dihydrocarbostyril (4.77 g) is dissolved in methanol (100 ml) and thereto is added carbomethoxymethylenetriphenylphosphorane (5.3 g) and the mixture is stirred at room temperature for 1 hour. The solvent is concentrated and the residue is purified roughly by silica gel column chromatography (solvent: n-hexane:ethyl acetate=1:1) to give a mixture (8 g) of 1-{1-[4-(2-methoxycarbonylvinyl)benzoyl]-4-piperidinyl}-3,4-dihydrocarbostyril and triphenylphosphine... Solvent: CO (methanol). The reactants are C(=O)C1=CC=C(C(=O)N2CCC(CC2)N2C(=O)CCC3=CC=CC=C23)C=C1 (1-[1-(4-Formylbenzoyl)-4-piperidinyl]-3,4-dihydrocarbostyril), C(=O)(OC)C=P(C1=CC=CC=C1)(C1=CC=CC=C1)C1=CC=CC=C1 (carbomethoxymethylenetriphenylphosphorane). Yields the product COC(=O)C=CC1=CC=C(C(=O)N2CCC(CC2)N2C(=O)CCC3=CC=CC=C23)C=C1 (1-{1-[4-(2-methoxycarbonylvinyl)benzoyl]-4-piperidinyl}-3,4-dihydrocarbostyril). RXN SMILES: [CH:1]([C:3]1[CH:27]=[CH:26][C:6]([C:7]([N:9]2[CH2:14][CH2:13][CH:12]([N:15]3[C:25]4[C:20](=[CH:21][CH:22]=[CH:23][CH:24]=4)[CH2:19][CH2:18][C:16]3=[O:17])[CH2:11][CH2:10]2)=[O:8])=[CH:5][CH:4]=1)=O.[C:28]([CH:32]=P(C1C=CC=CC=1)(C1C=CC=CC=1)C1C=CC=CC=1)([O:30][CH3:31])=[O:29]>CO>[CH3:31][O:30][C:28]([CH:32]=[CH:1][C:3]1[CH:4]=[CH:5][C:6]([C:7]([N:9]2[CH2:14][CH2:13][CH:12]([N:15]3[C:25]4[C:20](=[CH:21][CH:22]=[CH:23][CH:24]=4)[CH2:19][CH2:18][C:16]3=[O:17])[CH2:11][CH2:10]2)=[O:8])=[CH:26][CH:27]=1)=[O:29].